Dataset: the Open Reaction Database (ORD), a public repository of structured organic reaction records. Task: describe an organic reaction: reactants, conditions, products, and yield The reactants are CN(CCNC(=O)C1=NC=CC2=C(C=3N(C=4C=CC(=CC4C3C=C21)O)C)C)C (1-[(2-dimethylaminoethyl)aminocarbonyl]-5,6-dimethyl-9-hydroxy-6H-pyrido[4,3-b]carbazole), C(C1=CN=CC=C1)(=O)O (nicotinic acid), C1(CCCCC1)N=C=NC1CCCCC1 (dicyclohexylcarbodiimide), CN(C)C1=NC=CC=C1 (dimethylaminopyridine), C1(CCCCC1)N=C=NC1CCCCC1 (dicyclohexylcarbodiimide), C(C1=CN=CC=C1)(=O)O (nicotinic acid). Solvent: N1=CC=CC=C1 (pyridine). Conditions: time 16 hour. The product is CN(CCNC(=O)C1=NC=CC2=C(C=3N(C=4C=CC(=CC4C3C=C21)OC(=O)C=2C=NC=CC2)C)C)C (1-[(2-Dimethylaminoethyl)aminocarbonyl]-5,6-dimethyl-9-(pyrid-3-ylcarbonyloxy)-6H-pyrido[4,3-b]carbazole). Yield: 91.2%. RXN SMILES: [CH3:1][N:2]([CH3:28])[CH2:3][CH2:4][NH:5][C:6]([C:8]1[C:24]2[C:12](=[C:13]([CH3:27])[C:14]3[N:15]([CH3:26])[C:16]4[CH:17]=[CH:18][C:19]([OH:25])=[CH:20][C:21]=4[C:22]=3[CH:23]=2)[CH:11]=[CH:10][N:9]=1)=[O:7].[C:29](O)(=[O:36])[C:30]1[CH:35]=[CH:34][CH:33]=[N:32][CH:31]=1.C1(N=C=NC2CCCCC2)CCCCC1.CN(C1C=CC=CN=1)C>N1C=CC=CC=1>[CH3:1][N:2]([CH3:28])[CH2:3][CH2:4][NH:5][C:6]([C:8]1[C:24]2[C:12](=[C:13]([CH3:27])[C:14]3[N:15]([CH3:26])[C:16]4[CH:17]=[CH:18][C:19]([O:25][C:29]([C:30]5[CH:31]=[N:32][CH:33]=[CH:34][CH:35]=5)=[O:36])=[CH:20][C:21]=4[C:22]=3[CH:23]=2)[CH:11]=[CH:10][N:9]=1)=[O:7]. Procedure details: A mixture containing 3 g of 1-[(2-dimethylaminoethyl)aminocarbonyl]-5,6-dimethyl-9-hydroxy-6H-pyrido[4,3-b]carbazole, 1.5 g of nicotinic acid, 3.7 g of dicyclohexylcarbodiimide and 1.5 g of dimethylaminopyridine dissolved in 100 ml of pyridine is stirred at room temperature for 16 hours. At the end of 16 hours, a further 2 g of dicyclohexylcarbodiimide and 0.75 g of nicotinic acid are added and the mixture is stirred for a further 24 hours and concentrated to dryness. The residue is taken up in ...